Dataset: the Open Reaction Database (ORD), a public repository of structured organic reaction records. Task: describe an organic reaction: reactants, conditions, products, and yield Starting materials: COC(CCCCCC[C@H]1C(CC[C@@H]1C=CC(CCCCC)=O)=O)=O (9,15-dioxoprost-13-enoic acid methyl ester), C1(=CC=C(C=C1)S(=O)(=O)O)C (p-toluenesulfonic acid), C(CO)O (ethylene glycol). Solvent: CCOCC (ether). Run at time 30 minute. Reported procedure: A mixture if 9,15-dioxoprost-13-enoic acid methyl ester (2.0 g) benzene (50 ml), p-toluenesulfonic acid (37 mg) and ethylene glycol (372 mg) is refluxed for 2.5 hours, diluted with ether, washed neutral with water, dried over magnesium sulfate, and evaporated under reduced pressure. The residue containing 9-ethylenedioxy-15-oxoprost-13-enoic acid methyl ester is taken up in methanol (20 ml) and treated with sodium borohydride (300 mg) in small portions with stirring which is continued for 30 min... Product: COC(CCCCCC[C@H]1C2C(C[C@@H]1C=CC(CCCCC)O)OCCO2)=O (9-ethylenedioxy-15-hydroxyprost-13-enoic acid methyl ester). RXN SMILES: [CH3:1][O:2][C:3](=[O:25])[CH2:4][CH2:5][CH2:6][CH2:7][CH2:8][CH2:9][C@@H:10]1[C@@H:14]([CH:15]=[CH:16][C:17](=[O:23])[CH2:18][CH2:19][CH2:20][CH2:21][CH3:22])[CH2:13][CH2:12][C:11]1=[O:24].C1(C)C=CC(S(O)(=O)=O)=CC=1.[CH2:37](O)[CH2:38][OH:39]>CCOCC>[CH3:1][O:2][C:3](=[O:25])[CH2:4][CH2:5][CH2:6][CH2:7][CH2:8][CH2:9][C@@H:10]1[C@@H:14]([CH:15]=[CH:16][CH:17]([OH:23])[CH2:18][CH2:19][CH2:20][CH2:21][CH3:22])[CH2:13][CH:12]2[O:39][CH2:38][CH2:37][O:24][CH:11]12. The reactants are ClC=1C=C(C=CC1Cl)CC(=O)NNC(COC=1C=C2C=CC(NC2=CC1)=O)=O (2-(3,4-dichlorophenyl)-N′-(2-((2-oxo-1,2-dihydroquinolin-6-yl)oxy)acetyl)acetohydrazide), TEA, S(=O)(=O)(C1=CC=C(C)C=C1)Cl (Ts-Cl). Solvent: C(Cl)Cl (DCM). Conditions: time 8 hour. The product is ClC=1C=C(CC2=NN=C(O2)COC=2C=C3C=CC(NC3=CC2)=O)C=CC1Cl (6-((5-(3,4-dichlorobenzyl)-1,3,4-oxadiazol-2-yl)methoxy)quinolin-2(1H)-one). Yield: 7.8%. Reaction SMILES: [Cl:1][C:2]1[CH:3]=[C:4]([CH2:9][C:10]([NH:12][NH:13][C:14](=O)[CH2:15][O:16][C:17]2[CH:18]=[C:19]3[C:24](=[CH:25][CH:26]=2)[NH:23][C:22](=[O:27])[CH:21]=[CH:20]3)=[O:11])[CH:5]=[CH:6][C:7]=1[Cl:8].S(Cl)(C1C=CC(C)=CC=1)(=O)=O>C(Cl)Cl>[Cl:1][C:2]1[CH:3]=[C:4]([CH:5]=[CH:6][C:7]=1[Cl:8])[CH2:9][C:10]1[O:11][C:14]([CH2:15][O:16][C:17]2[CH:18]=[C:19]3[C:24](=[CH:25][CH:26]=2)[NH:23][C:22](=[O:27])[CH:21]=[CH:20]3)=[N:13][N:12]=1. Procedure: To a stirred solution of 2-(3,4-dichlorophenyl)-N′-(2-((2-oxo-1,2-dihydroquinolin-6-yl)oxy)acetyl)acetohydrazide (0.2 g, 0.476 mmol) and TEA (0.265 mL, 1.904 mmol) in DCM (8 mL) at 0° C., Ts-Cl (0.181 g, 0.952 mmol) was added. The resulting solution was stirred at room temperature overnight. The reaction mixture was concentrated and dissolved in ethyl acetate, then washed with 10% NaHCO3 solution and brine. The organic layer was dried over anhydrous sodium sulfate and concentrated to a yellow gu... Reagents/catalysts: [Cu-]=O (copper(I) oxide). The solvent is C(C)(O)O (ethanediol). Reaction SMILES: Br[C:2]1[CH:7]=[C:6]([CH2:8][NH:9][C:10]2[CH:28]=[CH:27][CH:26]=[CH:25][C:11]=2[C:12]([NH:14][C:15]2[CH:20]=[CH:19][CH:18]=[C:17]([C:21]([F:24])([F:23])[F:22])[CH:16]=2)=[O:13])[CH:5]=[CH:4][N:3]=1.[NH3:29]>C(O)(O)C.[Cu-]=O>[NH2:29][C:2]1[CH:7]=[C:6]([CH2:8][NH:9][C:10]2[CH:28]=[CH:27][CH:26]=[CH:25][C:11]=2[C:12]([NH:14][C:15]2[CH:20]=[CH:19][CH:18]=[C:17]([C:21]([F:24])([F:23])[F:22])[CH:16]=2)=[O:13])[CH:5]=[CH:4][N:3]=1. Procedure details: 8.747 g (19.4 mmol) of 2-[(2-bromo-pyridin-4-ylmethyl)-amino]-N-(3-trifluoromethyl-phenyl)-benzamide is heated with 175 mg of copper(I) oxide in 150 ml of ethanediol for 23 hours under 10 bar of ammonia pressure to 80° C. in an autoclave. After the solvent is distilled off in a vacuum, the residue is purified on silica gel with a gradient of ethyl acetate:ethanol=100:0 to 0:100 as an eluant. 4.15 g (51% of theory) of 2-[(2-amino-pyridin-4-ylmethyl)-amino]-N-(3-trifluoromethyl-phenyl)-benzamide w... The yield is 51.0%. The reactants are BrC1=NC=CC(=C1)CNC1=C(C(=O)NC2=CC(=CC=C2)C(F)(F)F)C=CC=C1 (2-[(2-bromo-pyridin-4-ylmethyl)-amino]-N-(3-trifluoromethyl-phenyl)-benzamide), N (ammonia). Product: NC1=NC=CC(=C1)CNC1=C(C(=O)NC2=CC(=CC=C2)C(F)(F)F)C=CC=C1 (2-[(2-amino-pyridin-4-ylmethyl)-amino]-N-(3-trifluoromethyl-phenyl)-benzamide). Starting materials: Cc1cc(C(=O)O)cc(C)c1C(=O)O, CCN=C=NCCCN(C)C, Cl, CN(C)C=O, NS(=O)(=O)c1ccccc1. The product is Cc1cc(C(=O)NS(=O)(=O)c2ccccc2)cc(C)c1C(=O)O. RXN SMILES: [CH3:1][c:2]1[c:3]([C:12](=[O:13])[OH:14])[c:4]([CH3:11])[cH:5][c:6]([C:8](=[O:9])[OH:10])[cH:7]1.[CH3:25][CH2:26][N:27]=[C:28]=[N:29][CH2:30][CH2:31][CH2:32][N:33]([CH3:34])[CH3:35].[ClH:36].[O:37]=[CH:38][N:39]([CH3:40])[CH3:41].[c:15]1([S:21](=[O:22])(=[O:23])[NH2:24])[cH:16][cH:17][cH:18][cH:19][cH:20]1>>[CH3:1][c:2]1[c:3]([C:12](=[O:13])[OH:14])[c:4]([CH3:11])[cH:5][c:6]([C:8](=[O:10])[NH:24][S:21]([c:15]2[cH:16][cH:17][cH:18][cH:19][cH:20]2)(=[O:22])=[O:23])[cH:7]1. Reactants: C(C)(=O)OCC (ethyl acetate), C(CCCCCCCCCCCCCCC)SCC(COC(C1=CC=CC=C1)(C1=CC=CC=C1)C1=CC=CC=C1)N1N=NN=C1C (1-hexadecylthio-2-(5-methyl-1H-tetrazol-1-yl)-3-triphenylmethoxypropane), O.C1(=CC=C(C=C1)S(=O)(=O)O)C (p-toluenesulfonic acid monohydrate), ice water, C([O-])(O)=O.[Na+] (sodium bicarbonate). Solvent: CO.O1CCCC1 (methanol tetrahydrofuran). Reaction conditions: time 8 hour. The product is C(CCCCCCCCCCCCCCC)SCC(CO)N1N=NN=C1C (3-hexadecylthio-2-(5-methyl-1H-tetrazol-1-yl)propanol). Yield: 80.9%. As a reaction SMILES: [CH2:1]([S:17][CH2:18][CH:19]([N:41]1[C:45]([CH3:46])=[N:44][N:43]=[N:42]1)[CH2:20][O:21]C(C1C=CC=CC=1)(C1C=CC=CC=1)C1C=CC=CC=1)[CH2:2][CH2:3][CH2:4][CH2:5][CH2:6][CH2:7][CH2:8][CH2:9][CH2:10][CH2:11][CH2:12][CH2:13][CH2:14][CH2:15][CH3:16].O.C1(C)C=CC(S(O)(=O)=O)=CC=1.C(=O)(O)[O-].[Na+].C(OCC)(=O)C>CO.O1CCCC1>[CH2:1]([S:17][CH2:18][CH:19]([N:41]1[C:45]([CH3:46])=[N:44][N:43]=[N:42]1)[CH2:20][OH:21])[CH2:2][CH2:3][CH2:4][CH2:5][CH2:6][CH2:7][CH2:8][CH2:9][CH2:10][CH2:11][CH2:12][CH2:13][CH2:14][CH2:15][CH3:16] |f:1.2,3.4,6.7|. Procedure: A mixture of 2.90 g (4.5 mM) of 1-hexadecylthio-2-(5-methyl-1H-tetrazol-1-yl)-3-triphenylmethoxypropane and 170 mg (0.9 mM) of p-toluenesulfonic acid monohydrate in 60 ml of methanol-tetrahydrofuran (1:1) mixture is stirred at room temperature for overnight. The mixture was poured into ice-water containing 151 mg (1.8 mM) of sodium bicarbonate and the product is isolated by ethyl acetate extraction. The ethyl acetate layer is washed with saturated aqueous sodium chloride, dried over anhydrous ma...